This data is from the Open Reaction Database (ORD), a public repository of structured organic reaction records. The task is: describe an organic reaction: reactants, conditions, products, and yield Reactants: O=C1CCC(=O)N1Br, CN1CC(NC(=O)C(C)(C)C)C=C2c3cccc4[nH]cc(c34)CC21, C1COCCO1. RXN SMILES: [Br:25][N:26]1[C:27](=[O:28])[CH2:29][CH2:30][C:31]1=[O:32].[CH3:1][N:2]1[CH2:3][CH:4]([NH:18][C:19]([C:20]([CH3:21])([CH3:22])[CH3:23])=[O:24])[CH:5]=[C:6]2[c:7]3[cH:8][cH:9][cH:10][c:11]4[nH:12][cH:13][c:14]([c:17]34)[CH2:15][CH:16]12.[O:33]1[CH2:34][CH2:35][O:36][CH2:37][CH2:38]1>>[CH3:1][N:2]1[CH2:3][CH:4]([NH:18][C:19]([C:20]([CH3:21])([CH3:22])[CH3:23])=[O:24])[CH:5]=[C:6]2[c:7]3[cH:8][cH:9][cH:10][c:11]4[nH:12][c:13]([Br:25])[c:14]([c:17]34)[CH2:15][CH:16]12. Yields the product CN1CC(NC(=O)C(C)(C)C)C=C2c3cccc4[nH]c(Br)c(c34)CC21. The reactants are Cl (HCl), O (water), C([O-])([O-])=O.[Ca+2] (calcium carbonate), BrC1=C(C(=C(C=C1)F)CBr)F (1-Bromo-3-(bromomethyl)-2,4-difluoro-benzene). The solvent is O1CCOCC1 (dioxane). Yields the product BrC=1C(=C(C(=CC1)F)CO)F ((3-Bromo-2,6-difluoro-phenyl)-methanol). Yield: 114.3%. As a reaction SMILES: [Br:1][C:2]1[CH:7]=[CH:6][C:5]([F:8])=[C:4]([CH2:9]Br)[C:3]=1[F:11].O.C(=O)([O-])[O-:14].[Ca+2].Cl>O1CCOCC1>[Br:1][C:2]1[C:3]([F:11])=[C:4]([CH2:9][OH:14])[C:5]([F:8])=[CH:6][CH:7]=1 |f:2.3|. Procedure: 1-Bromo-3-(bromomethyl)-2,4-difluoro-benzene (45.2 g, 0.158 M) was dissolved in dioxane (800 mL), water (800 mL) and calcium carbonate (80 g, 0.80 M) were added and the mixture was refluxed for 16 h. The mixture was cooled, acidified with 2N HCl and extracted with dichloromethane. Organic phases were pooled, dried with Na2SO4 and and evaporated to yield a brownish oil (40.3 g). The residue was purified by column chromatography (silica gel; n-hexane/ethyl acetate 9:1) to yield 31.2 g (88%) of the...